From a dataset of the Open Reaction Database (ORD), a public repository of structured organic reaction records. describe an organic reaction: reactants, conditions, products, and yield Starting materials: ClC1=C(C=O)C=CC=C1 (2-chlorobenzaldehyde), CN1CCC(CC1)OCC(CC(=O)OCC)=O (ethyl 4-(1-methylpiperid-4-yloxy)acetoacetate), N\C(=C/C(=O)OC)\C (methyl 3-aminocrotonate). Yields the product CN1CCC(CC1)OCC=1NC(=C(C(C1C(=O)OCC)C1=C(C=CC=C1)Cl)C(=O)OC)C (1-Methyl-4-[4-(2-chlorophenyl)-3-ethoxycarbonyl-5-methoxycarbonyl-6-methyl-1,4-dihydropyrid-2-yl-methoxy]piperidine). As a reaction SMILES: [Cl:1][C:2]1[CH:9]=[CH:8][CH:7]=[CH:6][C:3]=1[CH:4]=O.[CH3:10][N:11]1[CH2:16][CH2:15][CH:14]([O:17][CH2:18][C:19](=O)[CH2:20][C:21]([O:23][CH2:24][CH3:25])=[O:22])[CH2:13][CH2:12]1.[NH2:27]/[C:28](/[CH3:34])=[CH:29]\[C:30]([O:32][CH3:33])=[O:31]>>[CH3:10][N:11]1[CH2:16][CH2:15][CH:14]([O:17][CH2:18][C:19]2[NH:27][C:28]([CH3:34])=[C:29]([C:30]([O:32][CH3:33])=[O:31])[CH:4]([C:3]3[CH:6]=[CH:7][CH:8]=[CH:9][C:2]=3[Cl:1])[C:20]=2[C:21]([O:23][CH2:24][CH3:25])=[O:22])[CH2:13][CH2:12]1. Reported procedure: Reaction of 2-chlorobenzaldehyde, ethyl 4-(1-methylpiperid-4-yloxy)acetoacetate and methyl 3-aminocrotonate according to the method of Example 22(ii) gave the title compound which was used directly in the next stage. The reactants are CC(=O)O, [BH3-]C#N, CCOC1(O[Si](C)(C)C)CC1, CO, CCOC(C)=O, CC(O)(c1ccc(C(=O)N(C2CCNCC2)C2CC2)cc1)C(F)(F)F, [Na+]. Product: CC(O)(c1ccc(C(=O)N(C2CC2)C2CCN(C3CC3)CC2)cc1)C(F)(F)F. RXN SMILES: [C:37]([OH:38])(=[O:39])[CH3:40].[C:41]([BH3-:42])#[N:43].[CH2:26]([O:27][C:29]1([O:28][Si:32]([CH3:33])([CH3:34])[CH3:35])[CH2:30][CH2:31]1)[CH3:36].[CH3:45][OH:46].[CH3:47][CH2:48][O:49][C:50]([CH3:51])=[O:52].[CH:1]1([N:4]([C:5]([c:6]2[cH:7][cH:8][c:9]([C:12]([C:13]([F:14])([F:15])[F:16])([CH3:17])[OH:18])[cH:10][cH:11]2)=[O:19])[CH:20]2[CH2:21][CH2:22][NH:23][CH2:24][CH2:25]2)[CH2:2][CH2:3]1.[Na+:44]>>[CH:1]1([N:4]([C:5]([c:6]2[cH:7][cH:8][c:9]([C:12]([C:13]([F:14])([F:15])[F:16])([CH3:17])[OH:18])[cH:10][cH:11]2)=[O:19])[CH:20]2[CH2:21][CH2:22][N:23]([CH:29]3[CH2:30][CH2:31]3)[CH2:24][CH2:25]2)[CH2:2][CH2:3]1. Starting materials: NC1=CC=C(C=C1)C=1C=C2CN(C(C2=CC1)=O)[C@H](C(=O)OC)C(C)C ((S)-Methyl 2-(5-(4-aminophenyl)-1-oxoisoindolin-2-yl)-3-methylbutanoate), ClCCl (dichloromethane), N1=CC=CC=C1 (pyridine), C1(=CC=CC=C1)S(=O)(=O)Cl (benzene sulfonyl chloride). Conditions: time 5 minute. RXN SMILES: NC1C=CC([C:8]2[CH:9]=[C:10]3[C:14](=[CH:15][CH:16]=2)[C:13](=[O:17])[N:12]([C@@H:18]([CH:23]([CH3:25])[CH3:24])[C:19]([O:21][CH3:22])=[O:20])[CH2:11]3)=CC=1.[N:26]1[CH:31]=[CH:30][CH:29]=[CH:28][CH:27]=1.[C:32]1([S:38](Cl)(=[O:40])=[O:39])[CH:37]=[CH:36][CH:35]=[CH:34][CH:33]=1.Cl[CH2:43]Cl>>[CH3:24][CH:23]([CH3:25])[C@H:18]([N:12]1[CH2:11][C:10]2[C:14](=[CH:15][C:16]([C:28]3[CH:29]=[CH:30][C:31]([NH:26][S:38]([C:32]4[CH:37]=[CH:36][CH:35]=[CH:34][CH:33]=4)(=[O:40])=[O:39])=[CH:43][CH:27]=3)=[CH:8][CH:9]=2)[C:13]1=[O:17])[C:19]([O:21][CH3:22])=[O:20]. Procedure: The compound of example 223 (0.250 g, 0.0073 mol) was taken in dichloromethane (5 mL) to which pyridine (0.174 g, 0.00219 mol) was added and stirred for 5 min. To this reaction mixture, benzene sulfonyl chloride was added and the reaction mixture was stirred for about 16 h. After completion of the reaction, the solvent was evaporated to obtain the title compound, which was directly used for preparation of compound of example 285. The product is CC([C@@H](C(=O)OC)N1C(C2=CC(=CC=C2C1)C1=CC=C(C=C1)NS(=O)(=O)C1=CC=CC=C1)=O)C ((S)-Methyl 3-methyl-2-(1-oxo-6-(4-(phenylsulfonamido)phenyl)isoindolin-2-yl)butanoate).